This data is from the Open Reaction Database (ORD), a public repository of structured organic reaction records. The task is: describe an organic reaction: reactants, conditions, products, and yield The reactants are [Br-], C1CCOC1, CC(C)(C)[O-], C[P+](c1ccccc1)(c1ccccc1)c1ccccc1, [K+], CC(=O)CCCn1c(=O)oc2ccccc21, O. Yields the product C=C(C)CCCn1c(=O)oc2ccccc21. RXN SMILES: [Br-:24].[CH2:45]1[O:46][CH2:47][CH2:48][CH2:49]1.[CH3:1][C:2]([CH3:3])([O-:4])[CH3:5].[CH3:25][P+:26]([c:27]1[cH:28][cH:29][cH:30][cH:31][cH:32]1)([c:33]1[cH:34][cH:35][cH:36][cH:37][cH:38]1)[c:39]1[cH:40][cH:41][cH:42][cH:43][cH:44]1.[K+:6].[O:7]=[C:8]([CH2:9][CH2:10][CH2:11][n:12]1[c:13](=[O:21])[o:14][c:15]2[c:16]1[cH:17][cH:18][cH:19][cH:20]2)[CH3:22].[OH2:23]>>[CH3:1][C:8]([CH2:9][CH2:10][CH2:11][n:12]1[c:13](=[O:21])[o:14][c:15]2[c:16]1[cH:17][cH:18][cH:19][cH:20]2)=[CH2:22]. Starting materials: Cc1ccc(S(=O)(=O)Oc2cc(C3CCN(C(=O)OC(C)(C)C)CC3)on2)cc1, Cl, C1COCCO1. The product is Cc1ccc(S(=O)(=O)Oc2cc(C3CCNCC3)on2)cc1, Cl. As a reaction SMILES: [CH3:1][c:2]1[cH:3][cH:4][c:5]([S:8](=[O:9])(=[O:10])[O:11][c:12]2[n:13][o:14][c:15]([CH:17]3[CH2:18][CH2:19][N:20]([C:23]([O:24][C:25]([CH3:26])([CH3:27])[CH3:28])=[O:29])[CH2:21][CH2:22]3)[cH:16]2)[cH:6][cH:7]1.[ClH:30].[O:31]1[CH2:32][CH2:33][O:34][CH2:35][CH2:36]1>>[CH3:1][c:2]1[cH:3][cH:4][c:5]([S:8](=[O:9])(=[O:10])[O:11][c:12]2[n:13][o:14][c:15]([CH:17]3[CH2:18][CH2:19][NH:20][CH2:21][CH2:22]3)[cH:16]2)[cH:6][cH:7]1.[ClH:30].